From a dataset of the Open Reaction Database (ORD), a public repository of structured organic reaction records. describe an organic reaction: reactants, conditions, products, and yield Starting materials: CCOC(C)=O, ClCCl, COC(=O)c1ccc(Cl)cc1N, c1ccncc1, O=S(=O)(Cl)c1cccc2nccnc12. The product is COC(=O)c1ccc(Cl)cc1NS(=O)(=O)c1cccc2nccnc12. Reaction SMILES: [CH3:36][CH2:37][O:38][C:39]([CH3:40])=[O:41].[Cl:33][CH2:34][Cl:35].[NH2:1][c:2]1[c:3]([C:4](=[O:5])[O:6][CH3:7])[cH:8][cH:9][c:10]([Cl:12])[cH:11]1.[cH:27]1[cH:28][cH:29][n:30][cH:31][cH:32]1.[n:13]1[cH:14][cH:15][n:16][c:17]2[c:18]([S:23](=[O:24])(=[O:25])[Cl:26])[cH:19][cH:20][cH:21][c:22]12>>[NH:1]([c:2]1[c:3]([C:4](=[O:5])[O:6][CH3:7])[cH:8][cH:9][c:10]([Cl:12])[cH:11]1)[S:23]([c:18]1[c:17]2[n:16][cH:15][cH:14][n:13][c:22]2[cH:21][cH:20][cH:19]1)(=[O:24])=[O:25]. Starting materials: [Li]CCCC, CCCCCC, CO, C#CCN(C(C)C)C(C)C, O=C=O, C1CCOC1, O. Product: CC(C)N(CC#CC(=O)O)C(C)C. As a reaction SMILES: [CH2:1]([Li:2])[CH2:3][CH2:4][CH3:5].[CH3:20][CH2:21][CH2:22][CH2:23][CH2:24][CH3:25].[CH3:31][OH:32].[CH:6]([CH3:7])([CH3:8])[N:9]([CH2:10][C:11]#[CH:12])[CH:13]([CH3:14])[CH3:15].[O:16]=[C:17]=[O:18].[O:26]1[CH2:27][CH2:28][CH2:29][CH2:30]1.[OH2:19]>>[CH:6]([CH3:7])([CH3:8])[N:9]([CH2:10][C:11]#[C:12][C:17](=[O:16])[OH:18])[CH:13]([CH3:14])[CH3:15]. The reactants are BrC1=CC2=C(OC(O2)(F)F)C=C1 (5-bromo-2,2-difluorobenzo[d][1,3]dioxole), [Li]CCCC (n-BuLi), CN(C)C=O (DMF). The solvent is C1CCOC1 (THF), C1CCOC1 (THF). Reaction conditions: time 10 minute. Yields the product EtOAc hexanes, FC1(OC2=C(O1)C=CC(=C2)C=O)F (2,2-Difluorobenzo[d][1,3]dioxole-5-carbaldehyde). As a reaction SMILES: Br[C:2]1[CH:12]=[CH:11][C:5]2[O:6][C:7]([F:10])([F:9])[O:8][C:4]=2[CH:3]=1.[Li]CCCC.CN([CH:21]=[O:22])C>C1COCC1>[F:9][C:7]1([F:10])[O:6][C:5]2[CH:11]=[CH:12][C:2]([CH:21]=[O:22])=[CH:3][C:4]=2[O:8]1. Procedure: A solution of 127 mmol of 5-bromo-2,2-difluorobenzo[d][1,3]dioxole in 200 mL of THF is cooled under argon in a CO2/acetone bath and treated with 1.05 equivalents of n-BuLi in THF. The mixture is stirred for about 10 min in the cold, then treated with 1.2 equivalents of DMF. The mixture is stirred for 30 min in the cold, then the cold bath is removed and the reaction is stirred for 1.5 h at ambient temperature and then quenched with 150 mL of saturated ammonium chloride solution. The organic laye... The reactants are C(C)OC(=O)CC1=CC=C(C=C1)NC(C(CO)NS(=O)(=O)C1=CC=C(C=C1)I)=O ((RS)-N-(4-(ethoxycarbonylmethyl)phenyl)-3-hydroxy-2-(4-iodobenzenesulfonylamino)propanamide), S(=O)(=O)(C)Cl (mesyl chloride). Yields the product C(C)OC(=O)CC1=CC=C(C=C1)NC(C(COS(=O)(=O)C)NS(=O)(=O)C1=CC=C(C=C1)I)=O ((RS)-N-(4-(ethoxycarbonylmethyl)phenyl)-2-(4-iodobenzenesulfonylamino)-3-methanesulfonyloxypropanamide). As a reaction SMILES: [CH2:1]([O:3][C:4]([CH2:6][C:7]1[CH:12]=[CH:11][C:10]([NH:13][C:14](=[O:29])[CH:15]([NH:18][S:19]([C:22]2[CH:27]=[CH:26][C:25]([I:28])=[CH:24][CH:23]=2)(=[O:21])=[O:20])[CH2:16][OH:17])=[CH:9][CH:8]=1)=[O:5])[CH3:2].[S:30](Cl)([CH3:33])(=[O:32])=[O:31]>>[CH2:1]([O:3][C:4]([CH2:6][C:7]1[CH:8]=[CH:9][C:10]([NH:13][C:14](=[O:29])[CH:15]([NH:18][S:19]([C:22]2[CH:23]=[CH:24][C:25]([I:28])=[CH:26][CH:27]=2)(=[O:21])=[O:20])[CH2:16][O:17][S:30]([CH3:33])(=[O:32])=[O:31])=[CH:11][CH:12]=1)=[O:5])[CH3:2]. Procedure details: The procedure described in Example 65 was repeated, except that (RS)-N-(4-(ethoxycarbonylmethyl)phenyl)-3-hydroxy-2-(4-iodobenzenesulfonylamino)propanamide (2.60 g) was reacted with mesyl chloride to obtain (RS)-N-(4-(ethoxycarbonylmethyl)phenyl)-2-(4-iodobenzenesulfonylamino)-3-methanesulfonyloxypropanamide (2.69 g). The reactants are B, N#Cc1ccc(C(=O)CBr)cc1, C1CCOC1, CSC. Yields the product N#Cc1ccc(C(O)CBr)cc1. As a reaction SMILES: [BH3:16].[Br:1][CH2:2][C:3](=[O:4])[c:5]1[cH:6][cH:7][c:8]([C:9]#[N:10])[cH:11][cH:12]1.[CH2:17]1[O:18][CH2:19][CH2:20][CH2:21]1.[CH3:13][S:14][CH3:15]>>[Br:1][CH2:2][CH:3]([OH:4])[c:5]1[cH:6][cH:7][c:8]([C:9]#[N:10])[cH:11][cH:12]1. Starting materials: resultant mixture, [H-].[Al+3].[Li+].[H-].[H-].[H-] (Lithium aluminum hydride), NC1=NN2C(C(N1)=O)=C(N=C2C2=CC(=CC=C2)C(F)(F)F)C (2-amino-5-methyl-7-[3-(trifluoromethyl)phenyl]imidazo[5,1-f][1,2,4]triazin-4(3H)-one), NC1=NN2C(C(N1)=O)=C(N=C2C2=CC(=CC=C2)C(F)(F)F)C (2-amino-5-methyl-7-[3-(trifluoromethyl)phenyl]imidazo[5,1-f][1,2,4]triazin-4(3H)-one), COCCOC (DME). Conditions: temperature 0 celsius. Product: CC1(NN2C(CN1)=CN=C2C2=CC(=CC=C2)C(F)(F)F)N (2-methyl-7-[3-(trifluoromethyl)phenyl]-3,4-dihydroimidazo[5,1-f][1,2,4]triazin-2-amine). As a reaction SMILES: [H-].[Al+3].[Li+].[H-].[H-].[H-].[NH2:7][C:8]1[NH:13][C:12](=O)[C:11]2=[C:15](C)[N:16]=[C:17]([C:18]3[CH:23]=[CH:22][CH:21]=[C:20]([C:24]([F:27])([F:26])[F:25])[CH:19]=3)[N:10]2[N:9]=1.[CH3:29]OCCOC>>[CH3:29][C:8]1([NH2:7])[NH:13][CH2:12][C:11]2=[CH:15][N:16]=[C:17]([C:18]3[CH:23]=[CH:22][CH:21]=[C:20]([C:24]([F:27])([F:26])[F:25])[CH:19]=3)[N:10]2[NH:9]1 |f:0.1.2.3.4.5|. Procedure: Lithium aluminum hydride was added in portions to a stirring solution of 2-amino-5-methyl-7-[3-(trifluoromethyl)phenyl]imidazo[5,1-f][1,2,4]triazin-4(3H)-one (Intermediate 43) (2.0 g, 6.47 mmol) in DME (50 mL) at rt. The resultant mixture was then heated to reflux for 2 h. The reaction mixture was then cooled to 0° C. and carefully quenched with H2O. After extraction into EtOAc., the combined organic extracts were dried (MgSO4), filtered, and concentrated. Purification of the residue by chromato... Conditions: temperature -10 celsius, time 30 minute. Procedure: To a solution of piperidine-1,2-dicarboxylic acid 1-tert-butyl ester (3.0 g in a mixture of 26 mL dry tetrahydrofuran and 26 mL dry diethyl ether) at -10° C. was added 1.91 mL of triethylamine followed by the dropwise addition of 1.78 mL isobutyl chloroformate. The reaction was stirred at -10° C. for 30 minutes then warmed to 0° C. Over the next hour, 26 mL of a solution of diazomethane in diethyl ether was added (prepared from: 8.0 g Diazald® in 70 mL diethyl ether; 4 g potassium hydroxide; 20 ... Product: C(C)(C)(C)OC(=O)N1C(CCCC1)CCO (2-(2-hydroxyethyl)-piperidine-1-carboxylic acid tert-butyl ester). RXN SMILES: [C:1]([O:5][C:6]([N:8]1[CH2:13][CH2:12][CH2:11][CH2:10][CH:9]1[C:14](O)=O)=[O:7])([CH3:4])([CH3:3])[CH3:2].Cl[C:18](OCC(C)C)=[O:19].[N+](=C)=[N-].CC1C=CC(S(N(N=O)C)(=O)=O)=CC=1.[OH-].[K+].C(OCCOCCO)C>O1CCCC1.C(OCC)C.O.C(N(CC)CC)C>[C:1]([O:5][C:6]([N:8]1[CH2:13][CH2:12][CH2:11][CH2:10][CH:9]1[CH2:14][CH2:18][OH:19])=[O:7])([CH3:2])([CH3:3])[CH3:4] |f:4.5|. The reactants are CC1=CC=C(C=C1)S(=O)(=O)N(C)N=O (Diazald), solution, [N+](=[N-])=C (diazomethane), CC1=CC=C(C=C1)S(=O)(=O)N(C)N=O (Diazald), C(C)(C)(C)OC(=O)N1C(CCCC1)C(=O)O (piperidine-1,2-dicarboxylic acid 1-tert-butyl ester), ClC(=O)OCC(C)C (isobutyl chloroformate), C(C)OCCOCCO (2-(2-ethoxyethoxy)ethanol), [OH-].[K+] (potassium hydroxide). Run in C(C)OCC (diethyl ether), C(C)N(CC)CC (triethylamine), C(C)OCC (diethyl ether), C(C)OCC (diethyl ether), O (water), O1CCCC1 (tetrahydrofuran), C(C)OCC (diethyl ether). The reactants are COc1ccc(CCNc2ncnc3c(N4CCS(=O)CC4)nc(Cl)nc23)cc1OC, NCCO. The product is COc1ccc(CCNc2ncnc3c(N4CCS(=O)CC4)nc(NCCO)nc23)cc1OC. Reaction SMILES: [Cl:1][c:2]1[n:3][c:4]([N:25]2[CH2:26][CH2:27][S:28](=[O:31])[CH2:29][CH2:30]2)[c:5]2[c:6]([n:7]1)[c:8]([NH:12][CH2:13][CH2:14][c:15]1[cH:16][c:17]([O:23][CH3:24])[c:18]([O:21][CH3:22])[cH:19][cH:20]1)[n:9][cH:10][n:11]2.[OH:32][CH2:33][CH2:34][NH2:35]>>[c:2]1([NH:35][CH2:34][CH2:33][OH:32])[n:3][c:4]([N:25]2[CH2:26][CH2:27][S:28](=[O:31])[CH2:29][CH2:30]2)[c:5]2[c:6]([n:7]1)[c:8]([NH:12][CH2:13][CH2:14][c:15]1[cH:16][c:17]([O:23][CH3:24])[c:18]([O:21][CH3:22])[cH:19][cH:20]1)[n:9][cH:10][n:11]2.